Dataset: the Open Reaction Database (ORD), a public repository of structured organic reaction records. Task: describe an organic reaction: reactants, conditions, products, and yield Starting materials: CCCCO, CC(C)n1nnc2c(NCc3ccccc3)nc(Cl)nc21, NCCCO. Product: CC(C)n1nnc2c(NCc3ccccc3)nc(NCCCO)nc21. Reaction SMILES: [CH2:27]([OH:28])[CH2:29][CH2:30][CH3:31].[Cl:1][c:2]1[n:3][c:4]([NH:14][CH2:15][c:16]2[cH:17][cH:18][cH:19][cH:20][cH:21]2)[c:5]2[n:6][n:7][n:8]([CH:11]([CH3:12])[CH3:13])[c:9]2[n:10]1.[NH2:22][CH2:23][CH2:24][CH2:25][OH:26]>>[c:2]1([NH:22][CH2:23][CH2:24][CH2:25][OH:26])[n:3][c:4]([NH:14][CH2:15][c:16]2[cH:17][cH:18][cH:19][cH:20][cH:21]2)[c:5]2[n:6][n:7][n:8]([CH:11]([CH3:12])[CH3:13])[c:9]2[n:10]1. Reactants: C(C1=CC=CC=C1)(C1=CC=CC=C1)N1C(=C(C=2C1=NC(=CC2C)C)C#N)/C=C/C(=O)OCC (ethyl (2E)-3-(1-benzhydryl-3-cyano-4,6-dimethyl-1H-pyrrolo[2,3-b]pyridin-2-yl)propenoate), [OH-].[Na+] (sodium hydroxide), Cl (hydrochloric acid), O (water). Solvent: C(C)O (ethanol), C1CCOC1 (THF). Reaction conditions: time 7 hour. Yields the product C(C1=CC=CC=C1)(C1=CC=CC=C1)N1C(=C(C=2C1=NC(=CC2C)C)C#N)/C=C/C(=O)O ((2E)-3-(1-benzhydryl-3-cyano-4,6-dimethyl-1H-pyrrolo[2,3-b]pyridin-2-yl)propenoic acid). RXN SMILES: [CH:1]([N:14]1[C:18]2=[N:19][C:20]([CH3:24])=[CH:21][C:22]([CH3:23])=[C:17]2[C:16]([C:25]#[N:26])=[C:15]1/[CH:27]=[CH:28]/[C:29]([O:31]CC)=[O:30])([C:8]1[CH:13]=[CH:12][CH:11]=[CH:10][CH:9]=1)[C:2]1[CH:7]=[CH:6][CH:5]=[CH:4][CH:3]=1.[OH-].[Na+].O.Cl>C(O)C.C1COCC1>[CH:1]([N:14]1[C:18]2=[N:19][C:20]([CH3:24])=[CH:21][C:22]([CH3:23])=[C:17]2[C:16]([C:25]#[N:26])=[C:15]1/[CH:27]=[CH:28]/[C:29]([OH:31])=[O:30])([C:8]1[CH:13]=[CH:12][CH:11]=[CH:10][CH:9]=1)[C:2]1[CH:3]=[CH:4][CH:5]=[CH:6][CH:7]=1 |f:1.2|. Procedure: To a solution of ethyl (2E)-3-(1-benzhydryl-3-cyano-4,6-dimethyl-1H-pyrrolo[2,3-b]pyridin-2-yl)propenoate (1.52 g, 3.59 mmol) in ethanol (14 ml) and THF (10 ml) was added a 1 N aqueous sodium hydroxide solution (7.2 ml) and the mixture was stirred at room temperature for 7 hours. The reaction solution was poured into water, neutralized with 1 N hydrochloric acid and extracted with ethyl acetate. The extract was dried over anhydrous magnesium sulfate and the solvent was distilled off under reduce... Starting materials: CC(C)O, CCN(C(C)C)C(C)C, CC(C)(C)OC(=O)N1CCCC(N)C1, O=[N+]([O-])c1cnc2c(ccn2S(=O)(=O)c2ccccc2)c1Cl. Product: CC(C)(C)OC(=O)N1CCCC(Nc2c([N+](=O)[O-])cnc3c2ccn3S(=O)(=O)c2ccccc2)C1. Reaction SMILES: [CH3:46][CH:47]([OH:48])[CH3:49].[CH:37]([N:38]([CH:39]([CH3:40])[CH3:41])[CH2:42][CH3:43])([CH3:44])[CH3:45].[NH2:23][CH:24]1[CH2:25][N:26]([C:30](=[O:31])[O:32][C:33]([CH3:34])([CH3:35])[CH3:36])[CH2:27][CH2:28][CH2:29]1.[c:1]1([S:7](=[O:8])(=[O:9])[n:10]2[cH:11][cH:12][c:13]3[c:14]2[n:15][cH:16][c:17]([N+:20](=[O:21])[O-:22])[c:18]3[Cl:19])[cH:2][cH:3][cH:4][cH:5][cH:6]1>>[c:1]1([S:7](=[O:8])(=[O:9])[n:10]2[cH:11][cH:12][c:13]3[c:14]2[n:15][cH:16][c:17]([N+:20](=[O:21])[O-:22])[c:18]3[NH:23][CH:24]2[CH2:25][N:26]([C:30](=[O:31])[O:32][C:33]([CH3:34])([CH3:35])[CH3:36])[CH2:27][CH2:28][CH2:29]2)[cH:2][cH:3][cH:4][cH:5][cH:6]1. Reactants: C[O-], COc1ccccc1C=Cc1ccccc1, CC[O-], [Na+], [Na+]. Product: Oc1ccccc1C=Cc1ccccc1. Reaction SMILES: [CH3:17][O-:18].[CH3:1][O:2][c:3]1[c:4]([CH:9]=[CH:10][c:11]2[cH:12][cH:13][cH:14][cH:15][cH:16]2)[cH:5][cH:6][cH:7][cH:8]1.[CH3:20][CH2:21][O-:22].[Na+:19].[Na+:23]>>[OH:2][c:3]1[c:4]([CH:9]=[CH:10][c:11]2[cH:12][cH:13][cH:14][cH:15][cH:16]2)[cH:5][cH:6][cH:7][cH:8]1. The reactants are ClC1=C(C=C(C=C1)N=C=O)C(F)(F)F (1-chloro-4-isocyanato-2-(trifluoromethyl)benzene), NC1=C(C=C(OC2=CC(=NC=C2)C(=O)OC(C)(C)C)C=C1)F (tert-butyl 4-(4-amino-3-fluorophenoxy)picolinate). The solvent is ClCCl (dichloromethane), ClCCl (dichloromethane). Run at time 16 hour. Product: ClC1=C(C=C(C=C1)NC(NC1=C(C=C(OC2=CC(=NC=C2)C(=O)OC(C)(C)C)C=C1)F)=O)C(F)(F)F (tert-butyl 4-(4-(3-(4-chloro-3-(trifluoromethyl)phenyl)ureido)-3-fluorophenoxy)picolinate). Yield: 79.6%. Reaction SMILES: [Cl:1][C:2]1[CH:7]=[CH:6][C:5]([N:8]=[C:9]=[O:10])=[CH:4][C:3]=1[C:11]([F:14])([F:13])[F:12].[NH2:15][C:16]1[CH:35]=[CH:34][C:19]([O:20][C:21]2[CH:26]=[CH:25][N:24]=[C:23]([C:27]([O:29][C:30]([CH3:33])([CH3:32])[CH3:31])=[O:28])[CH:22]=2)=[CH:18][C:17]=1[F:36]>ClCCl>[Cl:1][C:2]1[CH:7]=[CH:6][C:5]([NH:8][C:9](=[O:10])[NH:15][C:16]2[CH:35]=[CH:34][C:19]([O:20][C:21]3[CH:26]=[CH:25][N:24]=[C:23]([C:27]([O:29][C:30]([CH3:32])([CH3:33])[CH3:31])=[O:28])[CH:22]=3)=[CH:18][C:17]=2[F:36])=[CH:4][C:3]=1[C:11]([F:12])([F:13])[F:14]. Procedure details: At room temperature, 1-chloro-4-isocyanato-2-(trifluoromethyl)benzene (1.06 g, 4.77 mmol, 1.05 eq) was dissolved in dichloromethane (10 mL). A solution of tert-butyl 4-(4-amino-3-fluorophenoxy)picolinate (1.38 g, 4.54 mmol, 1 eq) in dichloromethane (50 mL) was added dropwise slowly. The resulted mixture was stirred at room temperature for 16 h. The solvent was removed under reduced pressure, and the resulted solid was purified by column chromatography (dichloromethane: methanol=30:1) to give the... Starting materials: Cl (hydrochloric acid), C(#N)C(CCC(CCCCCC)O)[C@@H]1CC[C@H](CC1)OC (1-cyano-1-(trans-4-methoxycyclohexyl)-4-decanol), O1COCCC1 (1,3-dioxane). Run in O (water). The product is CO[C@@H]1CC[C@H](CC1)C1C(OC(CC1)CCCCCC)=O (3-(trans-4-methoxycyclohexyl)-6-hexyl-tetrahydro-2-pyranone). As a reaction SMILES: Cl.[C:2]([CH:4]([C@H:15]1[CH2:20][CH2:19][C@H:18]([O:21][CH3:22])[CH2:17][CH2:16]1)[CH2:5][CH2:6][CH:7]([OH:14])[CH2:8][CH2:9][CH2:10][CH2:11][CH2:12][CH3:13])#N.[O:23]1CCCOC1>O>[CH3:22][O:21][C@H:18]1[CH2:19][CH2:20][C@H:15]([CH:4]2[CH2:5][CH2:6][CH:7]([CH2:8][CH2:9][CH2:10][CH2:11][CH2:12][CH3:13])[O:14][C:2]2=[O:23])[CH2:16][CH2:17]1. Reported procedure: 20 mL of concentrated hydrochloric acid was added to a solution of 1-cyano-1-(trans-4-methoxycyclohexyl)-4-decanol (49) (5.1 g, 17.4 mmol) obtained in the third step dissolved in 200 mL of 1,3-dioxane, and refluxed under heating for 20 hours. The reaction mixture was cooled to room temperature and then put in 100 mL of water, and then extracted with 100 mL of ethyl acetate. The resulting organic layer was washed with water (100 mL×2) and dried over anhydrous sodium sulfate, and the solvent was d... Starting materials: O1CCOC12CC=C(CC2)C2=CC(=C(C(=O)OC)C=C2)C (Methyl 4-(1,4-dioxaspiro[4.5]dec-7-en-8-yl)-2-methylbenzoate), [H][H] (hydrogen). Reagents/catalysts: [Pt](=O)=O (platinum(IV) oxide). The solvent is CCOC(=O)C (EtOAc). Reaction conditions: time 45 minute. Yields the product O1CCOC12CCC(CC2)C2=CC(=C(C(=O)OC)C=C2)C (Methyl 4-(1,4-dioxaspiro[4.5]dec-8-yl)-2-methylbenzoate). As a reaction SMILES: [O:1]1[C:5]2([CH2:10][CH2:9][C:8]([C:11]3[CH:20]=[CH:19][C:14]([C:15]([O:17][CH3:18])=[O:16])=[C:13]([CH3:21])[CH:12]=3)=[CH:7][CH2:6]2)[O:4][CH2:3][CH2:2]1.[H][H]>CCOC(C)=O.[Pt](=O)=O>[O:1]1[C:5]2([CH2:10][CH2:9][CH:8]([C:11]3[CH:20]=[CH:19][C:14]([C:15]([O:17][CH3:18])=[O:16])=[C:13]([CH3:21])[CH:12]=3)[CH2:7][CH2:6]2)[O:4][CH2:3][CH2:2]1. Procedure: To a degassed solution of the title compound from Example 13 Step B (606 mg, 2.10 mmol) in EtOAc (15 mL) was added platinum(IV) oxide (150 mg). The reaction mixture was fitted with a 3-way adapter with a hydrogen balloon attached. The reaction flask was then evacuated and back-filled with hydrogen. After this process was repeated three times, the reaction mixture was placed under a hydrogen atmosphere, then was stirred vigorously. After 45 min, the reaction mixture was filtered through Celite, r... Reactants: C(C)(C)(C)OC(=O)N[C@H](C(=O)OC)[C@H](CC)OCCCC=C ((2S,3S)-methyl 2-((tert-butoxycarbonyl)amino)-3-(pent-4-en-1-yloxy)pentanoate), C1CCOC1 (THF), [Li+].[OH-] (LiOH). The solvent is CO (MeOH). Reaction conditions: time 16 hour. Product: C(C)(C)(C)OC(=O)N[C@H](C(=O)O)[C@H](CC)OCCCC=C ((2S,3S)-2-((tert-butoxycarbonyl)amino)-3-(pent-4-en-1-yloxy)pentanoic acid), foam. Isolated yield 99.0%. Reaction SMILES: [C:1]([O:5][C:6]([NH:8][C@@H:9]([C@@H:14]([O:17][CH2:18][CH2:19][CH2:20][CH:21]=[CH2:22])[CH2:15][CH3:16])[C:10]([O:12]C)=[O:11])=[O:7])([CH3:4])([CH3:3])[CH3:2].C1COCC1.[Li+].[OH-]>CO>[C:1]([O:5][C:6]([NH:8][C@@H:9]([C@@H:14]([O:17][CH2:18][CH2:19][CH2:20][CH:21]=[CH2:22])[CH2:15][CH3:16])[C:10]([OH:12])=[O:11])=[O:7])([CH3:4])([CH3:3])[CH3:2] |f:2.3|. Reported procedure: To a round-bottom flask equipped with a stir bar was added (2S,3S)-methyl 2-((tert-butoxycarbonyl)amino)-3-(pent-4-en-1-yloxy)pentanoate (1.06 g, 3.36 mmol), THF (10 mL) and MeOH (10 mL). To the solution was added aq. LiOH (1.0 M, 5.04 mL). The mixture was stirred for 16 h at room temperature. The mixture was concentrated in vacuo, and the resulting aqueous solution was acidified with aq HCl (1.0 M) and then transferred to a separatory funnel. The solution was twice extracted with EtOAc and the ...